From a dataset of the Open Reaction Database (ORD), a public repository of structured organic reaction records. describe an organic reaction: reactants, conditions, products, and yield The reactants are [N+](=O)([O-])C1=CC=C(C=C1)OC (4-nitroanisole), ClS(=O)(=O)O (chlorosulfonic acid), C1(=CC=CC=C1)OC (anisole). Run in ClCCCl (1,2-dichloroethane). Yields the product COC1=C(C=C(C=C1)[N+](=O)[O-])S(=O)(=O)Cl (2-methoxy-5-nitrobenzenesulfonyl chloride). Reaction SMILES: [N+:1]([C:4]1[CH:9]=[CH:8][C:7]([O:10][CH3:11])=[CH:6][CH:5]=1)([O-:3])=[O:2].C1(OC)C=CC=CC=1.[Cl:20][S:21](O)(=[O:23])=[O:22]>ClCCCl>[CH3:11][O:10][C:7]1[CH:6]=[CH:5][C:4]([N+:1]([O-:3])=[O:2])=[CH:9][C:8]=1[S:21]([Cl:20])(=[O:23])=[O:22]. Procedure: To a solution of 4-nitroanisole (3.1 g; 20 mmol) in 1,2-dichloroethane (20 mL), 2 mL of chlorosulfonic acid was added at 0° C. The resulting reaction mixture was gradually warmed to room temperature and then heated to reflux for 2 h at which time all the anisole had been consumed. The reaction mixture was then cooled to room temperature and diluted with chloroform (30 mL). The contents were then transferred to a separatory funnel, washed with water (50 mL), and the layers were separated. The aqu... Starting materials: OC(=S)c1ccccc1, O=C([O-])[O-], CS(=O)(=O)OC1CCCN(Cc2ccc(Oc3ccccc3)cc2)C1=O, CN(C)C=O, CCOC(C)=O, [Cs+], [Cs+]. Product: O=C(SC1CCCN(Cc2ccc(Oc3ccccc3)cc2)C1=O)c1ccccc1. RXN SMILES: [C:27]([c:28]1[cH:29][cH:30][cH:31][cH:32][cH:33]1)(=[S:34])[OH:35].[C:36](=[O:37])([O-:38])[O-:39].[CH3:1][S:2]([O:3][CH:6]1[C:7](=[O:26])[N:8]([CH2:12][c:13]2[cH:14][cH:15][c:16]([O:19][c:20]3[cH:21][cH:22][cH:23][cH:24][cH:25]3)[cH:17][cH:18]2)[CH2:9][CH2:10][CH2:11]1)(=[O:4])=[O:5].[CH3:42][N:43]([CH3:44])[CH:45]=[O:46].[CH3:47][CH2:48][O:49][C:50](=[O:51])[CH3:52].[Cs+:40].[Cs+:41]>>[CH:6]1([S:34][C:27]([c:28]2[cH:29][cH:30][cH:31][cH:32][cH:33]2)=[O:35])[C:7](=[O:26])[N:8]([CH2:12][c:13]2[cH:14][cH:15][c:16]([O:19][c:20]3[cH:21][cH:22][cH:23][cH:24][cH:25]3)[cH:17][cH:18]2)[CH2:9][CH2:10][CH2:11]1. Starting materials: C(C)(=O)O (acetic acid), C(C=C)C1=C(C(=CC=C1)C)O (2-Allyl-6-methylphenol), C1N2CN3CN1CN(C2)C3 (urotropin), Cl (hydrochloric acid). Product: C(C=C)C=1C=C(C=O)C=C(C1O)C (3-allyl-4-hydroxy-5-methylbenzaldehyde). Reaction SMILES: [CH2:1]([C:4]1[CH:9]=[CH:8][CH:7]=[C:6]([CH3:10])[C:5]=1[OH:11])[CH:2]=[CH2:3].C1N2CN3CN(C2)CN1C3.Cl.[C:23](O)(=[O:25])C>>[CH2:1]([C:4]1[CH:9]=[C:8]([CH:7]=[C:6]([CH3:10])[C:5]=1[OH:11])[CH:23]=[O:25])[CH:2]=[CH2:3]. Procedure details: 2-Allyl-6-methylphenol (7.6 g, 0.051 mol) and urotropin (hexamethylenetetramine, 11.9 g, 0.085 mol) were heated under reflux in 50 ml of 50% conc. acetic acid for 4½ hours. Subsequently, 56 ml of half-concentrated hydrochloric acid were then added to the hot reaction solution. The solution was heated under reflux for a further half hour. After cooling to room temperature, the precipitated solid was filtered off, washed with a little water and dried at room temperature under vacuum. The reactants are FC(C(=O)[O-])(F)F (trifluoroacetate), N[C@@H](CC1=CC=CC=C1)[C@H]([C@H](CCSC)O)O ((2S,3R,4S)-2-Amino-6-methylsulfanyl-1-phenyl-hexane-3,4-diol), BrC=1C=C(C=C(C(=O)O)C1)C(=O)N(CCC)CCC (5-bromo-N,N-dipropyl-isophthalamic acid), CCN(C(C)C)C(C)C (DIEA), amine. The product is BrC=1C=C(C(=O)N[C@@H](CC2=CC=CC=C2)[C@@H](O)[C@H](O)CCSC)C=C(C1)C(=O)N(CCC)CCC (2-({3-bromo-5-[(dipropylamino)carbonyl]benzoyl}amino)-1,2,5-trideoxy-6-S-methyl-1-phenyl-6-thio-D-xylo-hexitol). RXN SMILES: FC(F)(F)C([O-])=O.[NH2:8][C@H:9]([C@@H:17]([OH:24])[C@@H:18]([OH:23])[CH2:19][CH2:20][S:21][CH3:22])[CH2:10][C:11]1[CH:16]=[CH:15][CH:14]=[CH:13][CH:12]=1.[Br:25][C:26]1[CH:27]=[C:28]([C:35]([N:37]([CH2:41][CH2:42][CH3:43])[CH2:38][CH2:39][CH3:40])=[O:36])[CH:29]=[C:30]([CH:34]=1)[C:31](O)=[O:32].CCN(C(C)C)C(C)C>>[Br:25][C:26]1[CH:34]=[C:30]([CH:29]=[C:28]([C:35]([N:37]([CH2:41][CH2:42][CH3:43])[CH2:38][CH2:39][CH3:40])=[O:36])[CH:27]=1)[C:31]([NH:8][C@H:9]([C@H:17]([C@@H:18]([CH2:19][CH2:20][S:21][CH3:22])[OH:23])[OH:24])[CH2:10][C:11]1[CH:16]=[CH:15][CH:14]=[CH:13][CH:12]=1)=[O:32]. Reported procedure: The trifluoroacetate salt of (2S,3R,4S)-2-Amino-6-methylsulfanyl-1-phenyl-hexane-3,4-diol (0.1 mmol) was reacted with 5-bromo-N,N-dipropyl-isophthalamic acid as described in method A (addition of an extra equivalent of DIEA to neutralize the amine salt) to give 2-({3-bromo-5-[(dipropylamino)carbonyl]benzoyl}amino)-1,2,5-trideoxy-6-S-methyl-1-phenyl-6-thio-D-xylo-hexitol. MS (ESI+) for C27H37BrN2O4S m/z 567 (M+H)+. The reactants are FC1=CC=C2C=CC(N(C2=C1)CCN1CCC(CC1)NC(OC(C)(C)C)=O)=O (1,1-dimethylethyl {1-[2-(7-fluoro-2-oxo-1(2H)-quinolinyl)ethyl]-4-piperidinyl}carbamate). The solvent is C(Cl)(Cl)Cl (chloroform), Cl (HCl), CO (MeOH). Reaction conditions: time 1 hour. The product is NC1CCN(CC1)CCN1C(C=CC2=CC=C(C=C12)F)=O (1-[2-(4-Amino-1-piperidinyl)ethyl]-7-fluoro-2(1H)-quinolinone). Yield: 64.4%. RXN SMILES: [F:1][C:2]1[CH:11]=[C:10]2[C:5]([CH:6]=[CH:7][C:8](=[O:28])[N:9]2[CH2:12][CH2:13][N:14]2[CH2:19][CH2:18][CH:17]([NH:20]C(=O)OC(C)(C)C)[CH2:16][CH2:15]2)=[CH:4][CH:3]=1>C(Cl)(Cl)Cl.Cl.CO>[NH2:20][CH:17]1[CH2:18][CH2:19][N:14]([CH2:13][CH2:12][N:9]2[C:10]3[C:5](=[CH:4][CH:3]=[C:2]([F:1])[CH:11]=3)[CH:6]=[CH:7][C:8]2=[O:28])[CH2:15][CH2:16]1. Reported procedure: 1,1-dimethylethyl {1-[2-(7-fluoro-2-oxo-1(2H)-quinolinyl)ethyl]-4-piperidinyl}carbamate (1.32 g; 3.39 mmol) was dissolved in a mixture of chloroform (10 ml) and HCl (12 ml) and stirred at rt under argon for 1 h. The salts were then dissolved in MeOH and all solvents removed. The residues were redissolved in MeOH and stirred with amberlyst ion exchange resin until a neutral pH was reached. This was then filtered and the solvent removed. The crude residue was subjected to chromatography on silica ...